From a dataset of the Open Reaction Database (ORD), a public repository of structured organic reaction records. describe an organic reaction: reactants, conditions, products, and yield Starting materials: CCOCC (ether), CI (methyl iodide), CI (methyl iodide), CC1=C(C=C(C=C1)[N+](=O)[O-])C(C)O (1-(2'-methyl-5'-nitrophenyl)ethanol), CI (methyl iodide), O (Water). Reagents/catalysts: [Cl-].C(CCC)[N+](CCCC)(CCCC)CCCC (tetrabutylammonium chloride). The solvent is [OH-].[Na+] (sodium hydroxide), C1=CC=CC=C1 (benzene), [OH-].[Na+] (NaOH). Conditions: time 2 hour. Yields the product COC(C1=C(C=CC(=C1)[N+](=O)[O-])C)C (α,2-Dimethyl-5-nitrobenzyl methyl ether). Reaction SMILES: [CH3:1][C:2]1[CH:7]=[CH:6][C:5]([N+:8]([O-:10])=[O:9])=[CH:4][C:3]=1[CH:11]([OH:13])[CH3:12].[CH3:14]COCC.CI.O>C1C=CC=CC=1.[OH-].[Na+].[Cl-].C([N+](CCCC)(CCCC)CCCC)CCC>[CH3:14][O:13][CH:11]([CH3:12])[C:3]1[CH:4]=[C:5]([N+:8]([O-:10])=[O:9])[CH:6]=[CH:7][C:2]=1[CH3:1] |f:5.6,7.8|. Procedure details: 1-(2'-methyl-5'-nitrophenyl)ethanol (0.9 g) is dissolved in 5 ml of benzene and 0.8 g of 50% aqueous sodium hydroxide, ca 10 mg of tetrabutylammonium chloride, 5 ml of ether and 1.25 ml of methyl iodide is added. The reaction mixture is stirred at room temperature for 2 hours and heated at 30°-35° for 4 hours. An additional 1.0 ml of methyl iodide is added and the mixture stirred at room temperature for 22 hours. Thin layer chromatography indicates starting material remaining therefore 0.52 ml o... Starting materials: SC1=C(C=CC=C1)S (dimercaptobenzene), C([O-])([O-])=O.[K+].[K+] (potassium carbonate), ClC1=NC=C(C=C1)Cl (2,5-dichloropyridine), O (H2O). The solvent is CN(C=O)C (dimethylformamide). Product: C1(=C(C=CC=C1)SC1=NC=C(C=C1)Cl)SC1=NC=C(C=C1)Cl (2,2'-[1,2-Phenylenebis(thio)]bis[5-chloropyridine]). Reaction SMILES: [SH:1][C:2]1[CH:7]=[CH:6][CH:5]=[CH:4][C:3]=1[SH:8].C(=O)([O-])[O-].[K+].[K+].Cl[C:16]1[CH:21]=[CH:20][C:19]([Cl:22])=[CH:18][N:17]=1.O>CN(C)C=O>[C:3]1([S:8][C:16]2[CH:21]=[CH:20][C:19]([Cl:22])=[CH:18][N:17]=2)[CH:4]=[CH:5][CH:6]=[CH:7][C:2]=1[S:1][C:16]1[CH:21]=[CH:20][C:19]([Cl:22])=[CH:18][N:17]=1 |f:1.2.3|. Procedure details: In 50 ml of stirred dimethylformamide, a mixture of 3.0 grams (0.02 mole) dimercaptobenzene, 7.0 grams potassium carbonate, and 7.0 grams of 2,5-dichloropyridine is heated at 80° for 5 hours. Thereafter pouring into excess H2O, the mixture is extracted with ethyl ether (200 ml) and washed with H2O, saturated NaHCO3, and brine, dried (MgSO4), and evaporated to yield the crude product which can be recrystallized from 1-chlorobutane. The reactants are OC(C[C@@]1(CCN(C(O1)=O)[C@@H](C)C1=CC=C(C=C1)B1OC(C(O1)(C)C)(C)C)C1=CC=CC=C1)(C)C ((S)-6-(2-hydroxy-2-methylpropyl)-6-phenyl-3-{(S)-1-[4-(4,4,5,5-tetramethyl-1,3,2-dioxaborolan-2-yl)phenyl]-ethyl}-1,3-oxazinan-2-one), C(C)OC(=O)C1(CC1)C=1N=NC(=CC1)Cl (1-(6-chloro-pyridazin-3-yl)-cyclopropanecarboxylic acid ethyl ester). Product: C(C)OC(=O)C1(CC1)C=1N=NC(=CC1)C1=CC=C(C=C1)[C@H](C)N1C(O[C@](CC1)(C1=CC=CC=C1)CC(C)(C)O)=O (1-[6-(4-{(S)-1-[(S)-6-(2-Hydroxy-2-methyl-propyl)-2-oxo-6-phenyl-[1,3]oxazinan-3-yl]-ethyl}-phenyl)-pyridazin-3-yl]-cyclopropanecarboxylic acid ethyl ester). Yield: 44.0%. As a reaction SMILES: [OH:1][C:2]([CH3:35])([CH3:34])[CH2:3][C@@:4]1([C:28]2[CH:33]=[CH:32][CH:31]=[CH:30][CH:29]=2)[O:9][C:8](=[O:10])[N:7]([C@H:11]([C:13]2[CH:18]=[CH:17][C:16](B3OC(C)(C)C(C)(C)O3)=[CH:15][CH:14]=2)[CH3:12])[CH2:6][CH2:5]1.[CH2:36]([O:38][C:39]([C:41]1([C:44]2[N:45]=[N:46][C:47](Cl)=[CH:48][CH:49]=2)[CH2:43][CH2:42]1)=[O:40])[CH3:37]>>[CH2:36]([O:38][C:39]([C:41]1([C:44]2[N:45]=[N:46][C:47]([C:16]3[CH:15]=[CH:14][C:13]([C@@H:11]([N:7]4[CH2:6][CH2:5][C@:4]([CH2:3][C:2]([OH:1])([CH3:35])[CH3:34])([C:28]5[CH:33]=[CH:32][CH:31]=[CH:30][CH:29]=5)[O:9][C:8]4=[O:10])[CH3:12])=[CH:18][CH:17]=3)=[CH:48][CH:49]=2)[CH2:43][CH2:42]1)=[O:40])[CH3:37]. Reported procedure: The title compound was prepared from (S)-6-(2-hydroxy-2-methylpropyl)-6-phenyl-3-{(S)-1-[4-(4,4,5,5-tetramethyl-1,3,2-dioxaborolan-2-yl)phenyl]-ethyl}-1,3-oxazinan-2-one and 1-(6-chloro-pyridazin-3-yl)-cyclopropanecarboxylic acid ethyl ester following a procedure analogous to that described in Example 1. Yield: 44% of theory; LC (method 1): tR=1.97 min; Mass spectrum (ESI+): m/z=544 [M+H]+. Starting materials: COc1cc2nccc(Oc3ccc(N)cc3)c2cc1OC, Cc1ccccc1, O=C=Nc1cccc([N+](=O)[O-])c1. RXN SMILES: [CH3:1][O:2][c:3]1[cH:4][c:5]2[c:6]([O:15][c:16]3[cH:17][cH:18][c:19]([NH2:22])[cH:20][cH:21]3)[cH:7][cH:8][n:9][c:10]2[cH:11][c:12]1[O:13][CH3:14].[CH3:35][c:36]1[cH:37][cH:38][cH:39][cH:40][cH:41]1.[N+:23](=[O:24])([O-:25])[c:26]1[cH:27][c:28]([N:32]=[C:33]=[O:34])[cH:29][cH:30][cH:31]1>>[CH3:1][O:2][c:3]1[cH:4][c:5]2[c:6]([O:15][c:16]3[cH:17][cH:18][c:19]([NH:22][C:33]([NH:32][c:28]4[cH:27][c:26]([N+:23](=[O:24])[O-:25])[cH:31][cH:30][cH:29]4)=[O:34])[cH:20][cH:21]3)[cH:7][cH:8][n:9][c:10]2[cH:11][c:12]1[O:13][CH3:14]. The product is COc1cc2nccc(Oc3ccc(NC(=O)Nc4cccc([N+](=O)[O-])c4)cc3)c2cc1OC.